From a dataset of the Open Reaction Database (ORD), a public repository of structured organic reaction records. describe an organic reaction: reactants, conditions, products, and yield Reactants: ClC1=CC=C(C=C1)C1=NN(C(N1CC1=C(C=CC=C1)F)=O)CC(=O)O ([3-(4-chlorophenyl)-4-(2-fluorobenzyl)-5-oxo-4,5-dihydro-1H-1,2,4-triazol-1-yl]-acetic acid), FC(C1=C(C=CC=C1)CCN)(F)F (2-(2-trifluoromethyl-phenyl)ethylamine), C=1C=CC2=C(C1)N=NN2O (HOBt), C(CCl)Cl (EDC). Run in CN(C)C=O (DMF). Run at time 20 minute. The product is ClC1=CC=C(C=C1)C1=NN(C(N1CC1=C(C=CC=C1)F)=O)CC(=O)NCCC1=C(C=CC=C1)C(F)(F)F (2-[3-(4-chlorophenyl)-4-(2-fluorobenzyl)-5-oxo-4,5-dihydro-1H-1,2,4-triazol-1-yl]-N-[2-(2-trifluoromethyl-phenyl)ethyl]-acetamide). Reaction SMILES: [Cl:1][C:2]1[CH:7]=[CH:6][C:5]([C:8]2[N:12]([CH2:13][C:14]3[CH:19]=[CH:18][CH:17]=[CH:16][C:15]=3[F:20])[C:11](=[O:21])[N:10]([CH2:22][C:23](O)=[O:24])[N:9]=2)=[CH:4][CH:3]=1.C1C=CC2N(O)N=NC=2C=1.C(Cl)CCl.[F:40][C:41]([F:52])([F:51])[C:42]1[CH:47]=[CH:46][CH:45]=[CH:44][C:43]=1[CH2:48][CH2:49][NH2:50]>CN(C=O)C>[Cl:1][C:2]1[CH:7]=[CH:6][C:5]([C:8]2[N:12]([CH2:13][C:14]3[CH:19]=[CH:18][CH:17]=[CH:16][C:15]=3[F:20])[C:11](=[O:21])[N:10]([CH2:22][C:23]([NH:50][CH2:49][CH2:48][C:43]3[CH:44]=[CH:45][CH:46]=[CH:47][C:42]=3[C:41]([F:40])([F:51])[F:52])=[O:24])[N:9]=2)=[CH:4][CH:3]=1. Reported procedure: The carboxylic acid from Example 156A (60 mg, 0.14 mmol) and HOBt (27.0 mg, 0.20 mmol) are placed in 0.86 ml DMF and treated at RT with 38.2 mg (0.20 mmol) of EDC. After 20 mins, 27 mg of 2-(2-trifluoromethyl-phenyl)ethylamine (0.14 mmol) are added and the mixture is stirred overnight at RT. The mixture is then directly separated by preparative HPLC (Method 20). 69 mg (91% of theory) of the title compound are obtained. Starting materials: NC=1C=C2C(=CNC2=CC1)C1CCN(CC1)C (5-amino-3-(1-methylpiperidin-4-yl)-1H-indole), C1(=CC=CC=C1)C(C(=O)O)C1=CC=CC=C1 (diphenylacetic acid). The product is C1(=CC=CC=C1)C(C(=O)NC=1C=C2C(=CNC2=CC1)C1CCN(CC1)C)C1=CC=CC=C1 (5-(diphenylacetyl)amino-3-(1-methylpiperidin-4-yl)-1H-indole). Isolated yield 66.1%. As a reaction SMILES: [NH2:1][C:2]1[CH:3]=[C:4]2[C:8](=[CH:9][CH:10]=1)[NH:7][CH:6]=[C:5]2[CH:11]1[CH2:16][CH2:15][N:14]([CH3:17])[CH2:13][CH2:12]1.[C:18]1([CH:24]([C:28]2[CH:33]=[CH:32][CH:31]=[CH:30][CH:29]=2)[C:25](O)=[O:26])[CH:23]=[CH:22][CH:21]=[CH:20][CH:19]=1>>[C:28]1([CH:24]([C:18]2[CH:19]=[CH:20][CH:21]=[CH:22][CH:23]=2)[C:25]([NH:1][C:2]2[CH:3]=[C:4]3[C:8](=[CH:9][CH:10]=2)[NH:7][CH:6]=[C:5]3[CH:11]2[CH2:16][CH2:15][N:14]([CH3:17])[CH2:13][CH2:12]2)=[O:26])[CH:29]=[CH:30][CH:31]=[CH:32][CH:33]=1. Procedure details: Beginning with 12.0 mg (0.05 mMol) 5-amino-3-(1-methylpiperidin-4-yl)-1H-indole and 21.0 mg (0.10 mMol) diphenylacetic acid, 14.0 mg (66%) of the title compound were recovered. Starting materials: ClCC=1C(=NC=CC1)SC(C)C (3-Chloromethyl-2-isopropylsulfanyl-pyridine), C(C)OC(C(CC1=CC=C(C=C1)O)(C)C)=O (3-(4-hydroxy-phenyl)-2,2-dimethyl-propionic acid ethyl ester). The product is C(C)(C)SC1=NC=CC=C1COC1=CC=C(C=C1)CC(C(=O)O)(C)C (3-[4-(2-isopropylsulfanyl-pyridin-3-ylmethoxy)-phenyl]-2,2-dimethyl-propionic acid). The yield is 81.5%. As a reaction SMILES: Cl[CH2:2][C:3]1[C:4]([S:9][CH:10]([CH3:12])[CH3:11])=[N:5][CH:6]=[CH:7][CH:8]=1.C([O:15][C:16](=[O:28])[C:17]([CH3:27])([CH3:26])[CH2:18][C:19]1[CH:24]=[CH:23][C:22]([OH:25])=[CH:21][CH:20]=1)C>>[CH:10]([S:9][C:4]1[C:3]([CH2:2][O:25][C:22]2[CH:21]=[CH:20][C:19]([CH2:18][C:17]([CH3:27])([CH3:26])[C:16]([OH:28])=[O:15])=[CH:24][CH:23]=2)=[CH:8][CH:7]=[CH:6][N:5]=1)([CH3:12])[CH3:11]. Procedure details: 3-Chloromethyl-2-isopropylsulfanyl-pyridine (0.02 g, 0.099 mmol) obtained in Step C of Preparation Example 1 and 3-(4-hydroxy-phenyl)-2,2-dimethyl-propionic acid ethyl ester (0.022 g, 0.099 mmol) obtained in Step D of Preparation Example 39 were used to react sequentially in the same manner as in Steps A and B of Example 1 to obtain the title compound (0.029 g, 81%). Reactants: NC(Cc1ccc(B(O)O)cc1)C(=O)O, Cc1cscc1-c1ccccc1C(Oc1cc(Cl)nc(N)n1)C(F)(F)F, [Na+], [Na+], O=C([O-])[O-], O. Yields the product Cc1cscc1-c1ccccc1C(Oc1cc(-c2ccc(CC(N)C(=O)O)cc2)nc(N)n1)C(F)(F)F. Reaction SMILES: [B:27]([OH:28])([OH:29])[c:30]1[cH:31][cH:32][c:33]([CH2:34][CH:35]([NH2:36])[C:37](=[O:38])[OH:39])[cH:40][cH:41]1.[Cl:1][c:2]1[n:3][c:4]([NH2:26])[n:5][c:6]([O:8][CH:9]([C:10]([F:11])([F:12])[F:13])[c:14]2[c:15](-[c:20]3[cH:21][s:22][cH:23][c:24]3[CH3:25])[cH:16][cH:17][cH:18][cH:19]2)[cH:7]1.[Na+:42].[Na+:43].[O-:44][C:45](=[O:46])[O-:47].[OH2:48]>>[c:2]1(-[c:30]2[cH:31][cH:32][c:33]([CH2:34][CH:35]([NH2:36])[C:37](=[O:38])[OH:39])[cH:40][cH:41]2)[n:3][c:4]([NH2:26])[n:5][c:6]([O:8][CH:9]([C:10]([F:11])([F:12])[F:13])[c:14]2[c:15](-[c:20]3[cH:21][s:22][cH:23][c:24]3[CH3:25])[cH:16][cH:17][cH:18][cH:19]2)[cH:7]1.